describe an organic reaction: reactants, conditions, products, and yield From a dataset of the Open Reaction Database (ORD), a public repository of structured organic reaction records. Reactants: OC1=NC=C(N=C1N1CCOCC1)Br (2-hydroxy-3-morpholino-5-bromopyrazine), [OH-].[NH4+] (ammonium hydroxide). The product is OC1=NC=C(N=C1N1CCOCC1)N (2-hydroxy-3-morpholino-5-aminopyrazine). Reaction SMILES: [OH:1][C:2]1[C:7]([N:8]2[CH2:13][CH2:12][O:11][CH2:10][CH2:9]2)=[N:6][C:5](Br)=[CH:4][N:3]=1.[OH-].[NH4+:16]>>[OH:1][C:2]1[C:7]([N:8]2[CH2:13][CH2:12][O:11][CH2:10][CH2:9]2)=[N:6][C:5]([NH2:16])=[CH:4][N:3]=1 |f:1.2|. Procedure: A mixture of 2-hydroxy-3-morpholino-5-bromopyrazine (1g.) in 100 ml. of concentrated ammonium hydroxide is heated overnight at 100°-140° C. in a sealed tube to give 2-hydroxy-3-morpholino-5-aminopyrazine.